Task: describe an organic reaction: reactants, conditions, products, and yield. Dataset: the Open Reaction Database (ORD), a public repository of structured organic reaction records Product: COC=1C=C(C=CC1)CC[C@H]1CN(CCN1C)C1=NC2=C(NC=3SC(=NC13)C(F)(F)F)C=CC=C2 ((S)-10-{3-[2-(3-Methoxy-phenyl)-ethyl]-4-methyl-piperazin-1-yl}-2-trifluoromethyl-4H-3-thia-1,4,9-triaza-benzo[f]azulene). The solvent is CO.ClC(C)Cl (methanol dichloroethane). The yield is 60.1%. Reaction conditions: time 1.5 hour. Procedure details: Add sodium triacetoxyborohydride (0.23 g, 1.1 mmol) and aqueous formaldehyde (37% w/w, 0.083 mL, 1.1 mmol) to a solution of (S)-10-{3-[2-(3-methoxy-phenyl)-ethyl]-piperazin-1 yl}-2-trifluoromethyl-4H-3-thia-1,4,9-triaza-benzo[f]azulene (0.36 g, 0.74 mmol) in methanol: dichloroethane (1:1) and stir. After 1.5 hours, concentrate the reaction under reduced pressure to remove methanol, and then dilute with a saturated aqueous solution of sodium bicarbonate and dichloromethane, and separate the layer... Reactants: C(C)(=O)O[BH-](OC(C)=O)OC(C)=O.[Na+] (sodium triacetoxyborohydride), C=O (formaldehyde), COC=1C=C(C=CC1)CC[C@H]1CN(CCN1)C1=NC2=C(NC=3SC(=NC13)C(F)(F)F)C=CC=C2 ((S)-10-{3-[2-(3-methoxy-phenyl)-ethyl]-piperazin-1 yl}-2-trifluoromethyl-4H-3-thia-1,4,9-triaza-benzo[f]azulene). Reaction SMILES: [C:1](O[BH-](OC(=O)C)OC(=O)C)(=O)C.[Na+].C=O.[CH3:17][O:18][C:19]1[CH:20]=[C:21]([CH2:25][CH2:26][C@@H:27]2[NH:32][CH2:31][CH2:30][N:29]([C:33]3[C:42]4[N:41]=[C:40]([C:43]([F:46])([F:45])[F:44])[S:39][C:38]=4[NH:37][C:36]4[CH:47]=[CH:48][CH:49]=[CH:50][C:35]=4[N:34]=3)[CH2:28]2)[CH:22]=[CH:23][CH:24]=1>CO.ClC(Cl)C>[CH3:17][O:18][C:19]1[CH:20]=[C:21]([CH2:25][CH2:26][C@@H:27]2[N:32]([CH3:1])[CH2:31][CH2:30][N:29]([C:33]3[C:42]4[N:41]=[C:40]([C:43]([F:45])([F:46])[F:44])[S:39][C:38]=4[NH:37][C:36]4[CH:47]=[CH:48][CH:49]=[CH:50][C:35]=4[N:34]=3)[CH2:28]2)[CH:22]=[CH:23][CH:24]=1 |f:0.1,4.5|. Reactants: NCCCCCCCCCCCC(=O)O (12-aminododecanoic acid), CO (methanol), S(O)(O)(=O)=O (sulfuric acid), C([O-])([O-])=O.[Na+].[Na+] (sodium carbonate). The solvent is C(Cl)Cl (methylene chloride). Conditions: temperature 60 celsius, time 5 hour. The product is NCCCCCCCCCCCC(=O)OC (methyl 12-aminododecanoate). Yield: 95.0%. As a reaction SMILES: [NH2:1][CH2:2][CH2:3][CH2:4][CH2:5][CH2:6][CH2:7][CH2:8][CH2:9][CH2:10][CH2:11][CH2:12][C:13]([OH:15])=[O:14].CO.S(=O)(=O)(O)O.[C:23](=O)([O-])[O-].[Na+].[Na+]>C(Cl)Cl>[NH2:1][CH2:2][CH2:3][CH2:4][CH2:5][CH2:6][CH2:7][CH2:8][CH2:9][CH2:10][CH2:11][CH2:12][C:13]([O:15][CH3:23])=[O:14] |f:3.4.5|. Procedure: To a 3-l flask equipped with a stirrer, 200.0 g (0.93 mol) of 12-aminododecanoic acid, 600 g of methanol and 100 g (1.0 mol) of sulfuric acid were charged, followed by stirring at 60° C. for 5 hours. After the reaction mixture was allowed to cool down, it was diluted with methylene chloride, followed by neutralization with an aqueous solution of sodium carbonate. The solvent was distilled off under reduced pressure, followed by purification by chromatography on an alumina short column, whereby 2... The reactants are C(C)(C)(C)OC(=O)N[C@@H](CC(N)=O)C(=O)N[C@H]([C@@H](C(=O)N1[C@H](C(=O)NC(C)(C)C)C[C@@H](C1)Cl)O)CC1=CC=CC=C1 ((4S)-1-[(2S,3S)-3-(N2 -t-Butoxycarbonyl-L-asparaginyl)amino-2-hydroxy-4-phenylbutyryl]-4-chloro-N-t-butyl-L-prolinamide), C(C1=CC=CC=C1)OC(=O)NC(C(=O)O)COC1OCCC1 (2-benzyloxycarbonylamino-3-(tetrahydrofuran-2-yloxy)propionic acid). The product is C(C1=CC=CC=C1)OC(=O)N[C@H](C(=O)N[C@@H](CC(N)=O)C(=O)N[C@H]([C@@H](C(=O)N1[C@H](C(=O)NC(C)(C)C)C[C@@H](C1)Cl)O)CC1=CC=CC=C1)COC1OCCC1 ((4S)-1-[(2S,3S)-3-{N2 -[2(S)-Benzyloxycarbonylamino-3-(tetrahydrofuran-2-yloxy)propanoyl]-L-asparaginyl}amino-2-hydroxy-4-phenylbutyryl]-4-chloro-N-t-butyl-L-prolinamide). As a reaction SMILES: C(OC([NH:8][C@H:9]([C:14]([NH:16][C@@H:17]([CH2:35][C:36]1[CH:41]=[CH:40][CH:39]=[CH:38][CH:37]=1)[C@H:18]([OH:34])[C:19]([N:21]1[CH2:32][C@@H:31]([Cl:33])[CH2:30][C@H:22]1[C:23]([NH:25][C:26]([CH3:29])([CH3:28])[CH3:27])=[O:24])=[O:20])=[O:15])[CH2:10][C:11](=[O:13])[NH2:12])=O)(C)(C)C.[CH2:42]([O:49][C:50]([NH:52][CH:53]([CH2:57][O:58][CH:59]1[CH2:63][CH2:62][CH2:61][O:60]1)[C:54]([OH:56])=O)=[O:51])[C:43]1[CH:48]=[CH:47][CH:46]=[CH:45][CH:44]=1>>[CH2:42]([O:49][C:50]([NH:52][C@@H:53]([CH2:57][O:58][CH:59]1[CH2:63][CH2:62][CH2:61][O:60]1)[C:54]([NH:8][C@H:9]([C:14]([NH:16][C@@H:17]([CH2:35][C:36]1[CH:37]=[CH:38][CH:39]=[CH:40][CH:41]=1)[C@H:18]([OH:34])[C:19]([N:21]1[CH2:32][C@@H:31]([Cl:33])[CH2:30][C@H:22]1[C:23]([NH:25][C:26]([CH3:29])([CH3:28])[CH3:27])=[O:24])=[O:20])=[O:15])[CH2:10][C:11](=[O:13])[NH2:12])=[O:56])=[O:51])[C:43]1[CH:44]=[CH:45][CH:46]=[CH:47][CH:48]=1. Procedure: Following a procedure similar to that described in Example 16, but using 100 mg (0.26 mmol) of (4S)-1-[2S,3S)-3-(N2 -t-butoxycarbonyl-L-asparaginyl)amino-2-hydroxy-4-phenylbutyryl]-4-chloro-N-t-butyl-L-prolinamide (prepared as described in Example 65) and 2-benzyloxycarbonylamino-3-(tetrahydrofuran-2-yloxy)propionic acid, 83 mg of the title compound were obtained as a colorless powder, melting at 64°-71° C. Starting materials: COC1=C2C(=CC=3NC=4C=CC=C(C4C13)C(=O)OC)C=CC=C2 (11-methoxy-5H-benzo[b]carbazole-1-carboxylic acid, methyl ester), [H-].[Na+] (NaH). Solvent: CN(C)C=O (DMF). Run at time 4 hour. Product: C(C1=CC=CC=C1)N1C=2C=CC=C(C2C=2C(=C3C(=CC12)C=CC=C3)OC)C(=O)OC (5-Benzyl-11-methoxy-5H-benzo[b]carbazole-1-carboxylic acid, methyl ester). The yield is 172.0%. RXN SMILES: [CH3:1][O:2][C:3]1[C:15]2[C:14]3[C:13]([C:16]([O:18][CH3:19])=[O:17])=[CH:12][CH:11]=[CH:10][C:9]=3[NH:8][C:7]=2[CH:6]=[C:5]2[CH:20]=[CH:21][CH:22]=[CH:23][C:4]=12.[H-].[Na+]>CN(C=O)C>[CH2:23]([N:8]1[C:7]2[CH:6]=[C:5]3[CH:20]=[CH:21][CH:22]=[CH:23][C:4]3=[C:3]([O:2][CH3:1])[C:15]=2[C:14]2[C:13]([C:16]([O:18][CH3:19])=[O:17])=[CH:12][CH:11]=[CH:10][C:9]1=2)[C:4]1[CH:5]=[CH:6][CH:7]=[CH:15][CH:3]=1 |f:1.2|. Procedure: A solution of 11-methoxy-5H-benzo[b]carbazole-1-carboxylic acid, methyl ester, (0.458 g, 1.5 mM) in 5 mL DMF was added to a 60% NaH mineral oil dispersion (0.12 g, 3.0 mM, washed twice with hexane) at room temperature. Following cessation of gas evolution, benzyl bromide (0.20 mL, 0.288 g, 1.65 mM) was added and the mixture stirred at room temperature for 4 hours. The mixture was diluted with ethyl acetate and H2O, the solvent layers separated, and the aqueous layer extracted with ethyl acetate ... Starting materials: Cc1nccn1CC1CCc2c(c3ccccc3n2C)C1=O, O, O=P(O)(O)O. Yields the product Cc1nccn1CC1CCc2c(c3ccccc3n2C)C1=O, O=P(O)(O)O. RXN SMILES: [CH3:1][n:2]1[c:3]2[cH:4][cH:5][cH:6][cH:7][c:8]2[c:9]2[c:14]1[CH2:13][CH2:12][CH:11]([CH2:15][n:16]1[c:17]([CH3:21])[n:18][cH:19][cH:20]1)[C:10]2=[O:22].[OH2:28].[P:23]([OH:24])([OH:25])([OH:26])=[O:27]>>[CH3:1][n:2]1[c:3]2[cH:4][cH:5][cH:6][cH:7][c:8]2[c:9]2[c:14]1[CH2:13][CH2:12][CH:11]([CH2:15][n:16]1[c:17]([CH3:21])[n:18][cH:19][cH:20]1)[C:10]2=[O:22].[P:23](=[O:24])([OH:25])([OH:26])[OH:27]. Yields the product O=C(O)C(F)(F)F, N#CC=C1CCC(n2cc(-c3ncnc4[nH]ccc34)cn2)CC1. The reactants are C[Si](C)(C)CCOCn1ccc2c(-c3cnn(C4CCC(=CC#N)CC4)c3)ncnc21, O=C(O)C(F)(F)F, [NH4+], [OH-]. Reaction SMILES: [CH3:8][Si:9]([CH3:10])([CH3:11])[CH2:12][CH2:13][O:37][CH2:38][n:14]1[cH:15][cH:16][c:17]2[c:18]1[n:19][cH:20][n:21][c:22]2-[c:23]1[cH:24][n:25][n:26]([CH:28]2[CH2:29][CH2:30][C:31](=[CH:34][C:35]#[N:36])[CH2:32][CH2:33]2)[cH:27]1.[F:1][C:2]([C:3](=[O:4])[OH:5])([F:6])[F:7].[NH4+:39].[OH-:40]>>[F:1][C:2]([C:3](=[O:4])[OH:5])([F:6])[F:7].[nH:14]1[cH:15][cH:16][c:17]2[c:18]1[n:19][cH:20][n:21][c:22]2-[c:23]1[cH:24][n:25][n:26]([CH:28]2[CH2:29][CH2:30][C:31](=[CH:34][C:35]#[N:36])[CH2:32][CH2:33]2)[cH:27]1. The reactants are C1=CC(=CN=C1)C=O (nicotine aldehyde), CN1/C(/SC2=C1C=CC=C2)=N\N=CC2=CN=CC=C2 (nicotine aldehyde ((2E)-3-methyl-1,3-benzothiazol-2(3H)-ylidene) hydrazone), BrC(C)O (bromoethanol). Solvent: C(C)#N (acetonitrile). Product: [Br-].OCC[N+]1=CC(=CC=C1)\C=N/N=C\1/SC2=C(N1C)C=CC=C2 (1-(2-hydroxyethyl)-3{(Z)-[(2E)-2-(3-methyl-1,3-benzothiazol-2(3H)-ylidene)hydrazono]methyl}pyridinium bromide). RXN SMILES: C1C=NC=[C:3]([CH:7]=[O:8])C=1.[CH3:9][N:10]1[C:14]2[CH:15]=[CH:16][CH:17]=[CH:18][C:13]=2[S:12]/[C:11]/1=[N:19]/[N:20]=[CH:21][C:22]1[CH:27]=[CH:26][CH:25]=[N:24][CH:23]=1.[Br:28]C(O)C>C(#N)C>[Br-:28].[OH:8][CH2:7][CH2:3][N+:24]1[CH:25]=[CH:26][CH:27]=[C:22](/[CH:21]=[N:20]\[N:19]=[C:11]2\[S:12][C:13]3[CH:18]=[CH:17][CH:16]=[CH:15][C:14]=3[N:10]\2[CH3:9])[CH:23]=1 |f:4.5|. Reported procedure: 1.21 g (4.51 mmol) of nicotine aldehyde ((2E)-3-methyl-1,3-benzothiazol-2(3H)-ylidene hydrazone from Step 1 and 0.85 g (6.76 mmol) of bromoethanol in acetonitrile were heated at reflux for 2 hours. After the solvent was removed, the precipitate was suction-filtered off, washed with ethyl acetate and dried under vacuum. The reactants are O.NN (hydrazine hydrate), Cl (hydrochloride), N1C(=NCC1)N1CC2=CC(=CC=C2CC1)[N+](=O)[O-] (2-(4,5-Dihydro-1H-imidazol-2-yl)-7-nitro-1,2,3,4-tetrahydroisoquinoline). Reported procedure: 2 ml of hydrazine hydrate are added at 40° C. to a suspension of 2 g of the hydrochloride of the product obtained in Step 1 and 2 g of Raney nickel in 50 ml of ethanol. After 2 hours at 50° C., the catalyst is filtered off and the solvent is evaporated off. Solvent: C(C)O (ethanol). Reagents/catalysts: [Ni] (Raney nickel). Product: N1C(=NCC1)N1CC2=CC(=CC=C2CC1)N (2-(4,5-Dihydro-1H-imidazol-2-yl)-1,2,3,4-tetrahydroisoquinolin-7-ylamine). Reaction SMILES: O.NN.Cl.[NH:5]1[CH2:9][CH2:8][N:7]=[C:6]1[N:10]1[CH2:19][CH2:18][C:17]2[C:12](=[CH:13][C:14]([N+:20]([O-])=O)=[CH:15][CH:16]=2)[CH2:11]1>[Ni].C(O)C>[NH:7]1[CH2:8][CH2:9][N:5]=[C:6]1[N:10]1[CH2:19][CH2:18][C:17]2[C:12](=[CH:13][C:14]([NH2:20])=[CH:15][CH:16]=2)[CH2:11]1 |f:0.1|. Run at time 2 hour.